describe an organic reaction: reactants, conditions, products, and yield From a dataset of the Open Reaction Database (ORD), a public repository of structured organic reaction records. Starting materials: Cl.Cl.COC1=CC=C(C=C1)N1CCNCC1 (N-(p-methoxyphenyl) piperazine dihydrochloride), C1CCC(CC1)N=C=NC2CCCCC2 (DCC), C(C)(C)(C)OC(=O)N[C@@H](CC1=CC=C(C=C1)[N+](=O)[O-])C(=O)O (N-(tert-butoxycarbonyl)-p-nitrophenylalanine), O.ON1N=NC2=C1C=CC=C2 (N-hydroxybenzotriazole monohydrate). The solvent is C(Cl)Cl (methylene chloride), C(Cl)(Cl)Cl (chloroform), O1CCCC1 (tetrahydrofuran), C(C)N(CC)CC (triethylamine). Run at time 18 hour. Product: C(C)(C)(C)OC(=O)N[C@@H](CC1=CC=C(C=C1)[N+](=O)[O-])C(=O)N1CCN(CC1)C1=CC=C(C=C1)OC (1-[N-(tert-Butoxycarbonyl)-p-nitrophenylalanyl]-4-(p-methoxyphenyl)piperazine). Yield: 76.6%. RXN SMILES: [C:1]([O:5][C:6]([NH:8][C@H:9]([C:20]([OH:22])=O)[CH2:10][C:11]1[CH:16]=[CH:15][C:14]([N+:17]([O-:19])=[O:18])=[CH:13][CH:12]=1)=[O:7])([CH3:4])([CH3:3])[CH3:2].Cl.Cl.[CH3:25][O:26][C:27]1[CH:32]=[CH:31][C:30]([N:33]2[CH2:38][CH2:37][NH:36][CH2:35][CH2:34]2)=[CH:29][CH:28]=1.O.ON1C2C=CC=CC=2N=N1.C1CCC(N=C=NC2CCCCC2)CC1>O1CCCC1.C(N(CC)CC)C.C(Cl)(Cl)Cl.C(Cl)Cl>[C:1]([O:5][C:6]([NH:8][C@H:9]([C:20]([N:36]1[CH2:35][CH2:34][N:33]([C:30]2[CH:29]=[CH:28][C:27]([O:26][CH3:25])=[CH:32][CH:31]=2)[CH2:38][CH2:37]1)=[O:22])[CH2:10][C:11]1[CH:12]=[CH:13][C:14]([N+:17]([O-:19])=[O:18])=[CH:15][CH:16]=1)=[O:7])([CH3:2])([CH3:3])[CH3:4] |f:1.2.3,4.5|. Procedure: 9.00 g of N-(tert-butoxycarbonyl)-p-nitrophenylalanine was dissolved in 120 ml of tetrahydrofuran, 100 ml of methylene chloride and 100 ml of chloroform, and to the solution were sequentially added 7.68 g of N-(p-methoxyphenyl) piperazine dihydrochloride and 4.44 g of N-hydroxybenzotriazole monohydrate as well as 20 ml of triethylamine and 6 g of DCC, and the mixture was stirred at a room temperature for 18 hours. The reaction mixture was concentrated to one third of the original volume under a ...